Dataset: the Open Reaction Database (ORD), a public repository of structured organic reaction records. Task: describe an organic reaction: reactants, conditions, products, and yield Reactants: CCCO, CN(C)C=O, O=[N+]([O-])c1ccc(Cl)c(-c2ccc(OC(F)(F)F)cc2)c1, [H-], [Na+], O. Product: CCCOc1ccc([N+](=O)[O-])cc1-c1ccc(OC(F)(F)F)cc1. RXN SMILES: [CH2:1]([CH2:2][CH3:3])[OH:4].[CH3:28][N:29]([CH3:30])[CH:31]=[O:32].[Cl:7][c:8]1[c:9](-[c:17]2[cH:18][cH:19][c:20]([O:23][C:24]([F:25])([F:26])[F:27])[cH:21][cH:22]2)[cH:10][c:11]([N+:14](=[O:15])[O-:16])[cH:12][cH:13]1.[H-:5].[Na+:6].[OH2:33]>>[CH2:1]([CH2:2][CH3:3])[O:4][c:8]1[c:9](-[c:17]2[cH:18][cH:19][c:20]([O:23][C:24]([F:25])([F:26])[F:27])[cH:21][cH:22]2)[cH:10][c:11]([N+:14](=[O:15])[O-:16])[cH:12][cH:13]1. Reactants: COC(=O)C1(C(=O)OC)Cc2cccc([N+](=O)[O-])c2C1, CS(C)=O, [Cl-], [Li+], O. Yields the product COC(=O)C1Cc2cccc([N+](=O)[O-])c2C1. Reaction SMILES: [CH3:1][O:2][C:3](=[O:4])[C:5]1([C:17]([O:18][CH3:19])=[O:20])[CH2:6][c:7]2[cH:8][cH:9][cH:10][c:11]([N+:14](=[O:15])[O-:16])[c:12]2[CH2:13]1.[CH3:24][S:25]([CH3:26])=[O:27].[Cl-:22].[Li+:21].[OH2:23]>>[CH3:1][O:2][C:3](=[O:4])[CH:5]1[CH2:6][c:7]2[cH:8][cH:9][cH:10][c:11]([N+:14](=[O:15])[O-:16])[c:12]2[CH2:13]1. The reactants are COC1=CC=C2CC(NC(C2=C1)C)C(=O)OC (1,2,3,4-tetrahydro-7-methoxy-3-methoxycarbonyl-1-methyl-isoquinoline), I (HI). The solvent is CO (methanol). Conditions: time 20 minute. Product: I.COC1=CC=C2CC(NC(C2=C1)C)C(=O)OC (1,2,3,4-Tetrahydro-7-methoxy-3-methoxycarbonyl-1-methyl-isoquinoline hydroiodide). Reaction SMILES: [CH3:1][O:2][C:3]1[CH:12]=[C:11]2[C:6]([CH2:7][CH:8]([C:14]([O:16][CH3:17])=[O:15])[NH:9][CH:10]2[CH3:13])=[CH:5][CH:4]=1.[IH:18]>CO>[IH:18].[CH3:1][O:2][C:3]1[CH:12]=[C:11]2[C:6]([CH2:7][CH:8]([C:14]([O:16][CH3:17])=[O:15])[NH:9][CH:10]2[CH3:13])=[CH:5][CH:4]=1 |f:3.4|. Procedure details: To a solution of 1,2,3,4-tetrahydro-7-methoxy-3-methoxycarbonyl-1-methyl-isoquinoline (0.526 g, 2.24 mmol) in methanol (10 mL) cooled to 0° C. was added dropwise a solution of 57% HI solution (0.33 mL). The ice bath was removed and the solution was stirred at rt for 20 min. To the bright orange solution was added ether (100 mL) and the mixture was stirred for 10 min. The light yellow precipitate was filtered and dried in vacuo (P2O5) to give the desired salt (0.736 g). Starting materials: B, CO, CN(Cc1ccc([N+](=O)[O-])cc1)C1CCCCC1, [Na], Br[Ni]Br, O. Yields the product CN(Cc1ccc(N)cc1)C1CCCCC1. RXN SMILES: [BH3:19].[CH3:22][OH:23].[CH:1]1([N:7]([CH2:8][c:9]2[cH:10][cH:11][c:12]([N+:15]([O-:16])=[O:17])[cH:13][cH:14]2)[CH3:18])[CH2:2][CH2:3][CH2:4][CH2:5][CH2:6]1.[Na:20].[Ni:24]([Br:25])[Br:26].[OH2:21]>>[CH:1]1([N:7]([CH2:8][c:9]2[cH:10][cH:11][c:12]([NH2:15])[cH:13][cH:14]2)[CH3:18])[CH2:2][CH2:3][CH2:4][CH2:5][CH2:6]1. The reactants are 5,6-di-O-isopropylidene-α-glucofuranose, C1=CC=CC=C1 (benzene), C(C1=CC=CC=C1)=O (benzaldehyde), [NH4+].[F-] (NH4F). Reagents/catalysts: C1(C=CC=C1)C=CC[Ti] (cyclopentadienylallyltitanium). Solvent: C(C)OCC (diethyl ether). Conditions: temperature -74 celsius, time 2 hour. The product is C1(=CC=CC=C1)[C@@H](CC=C)O ((R)-1-phenyl-3-buten-1-ol). Yield: 79.0%. Reaction SMILES: [CH:1](=[O:8])[C:2]1[CH:7]=[CH:6][CH:5]=[CH:4][CH:3]=1.[NH4+].[F-].[CH:11]1[CH:16]=CC=C[CH:12]=1>C(OCC)C.C1(C=CC[Ti])C=CC=C1>[C:2]1([C@H:1]([OH:8])[CH2:16][CH:11]=[CH2:12])[CH:7]=[CH:6][CH:5]=[CH:4][CH:3]=1 |f:1.2|. Procedure: A solution in 100 ml of diethyl ether of 9.8 mmol of cyclopentadienylallyltitanium bis-(1,2:5,6-di-O-isopropylidene-α-glucofuranose) complex according to Example 1 is cooled to -74° C. by means of a CO2 /acetone bath, and 0.89 ml (8.8 mmol) of freshly distilled benzaldehyde is added. The clear yellow solution is stirred for a further 2 hours at -74° C., and 50 ml of NH4F solution (45% in water) are added. The beige emulsion is warmed to RT and separated in a separating funnel. The ether phase is... Starting materials: C1(=CC=CC=C1)C1=NOC(C1)CCCC=O (4-(3-Phenyl-4,5-dihydroisoxazol-5-yl)butanal), Cl.COC1=C(C=CC=C1)N1CCNCC1 (1-(2-methoxyphenyl)piperazine hydrochloride), [BH-](OC(=O)C)(OC(=O)C)OC(=O)C.[Na+] (NaBH(OAc)3), C(C)(C)N(CC)C(C)C (diisopropylethylamine). Solvent: C(Cl)Cl (methylene chloride). The product is COC1=C(C=CC=C1)N1C(CNCC1)CCCCC1CC(=NO1)C1=CC=CC=C1 (1-(2-Methoxyphenyl)-[4-(3-phenyl-4,5-dihydroisoxazol-5-yl)butyl]piperazine). The yield is 74.5%. Reaction SMILES: [C:1]1([C:7]2[CH2:11][CH:10]([CH2:12][CH2:13][CH2:14][CH:15]=O)[O:9][N:8]=2)[CH:6]=[CH:5][CH:4]=[CH:3][CH:2]=1.Cl.[CH3:18][O:19][C:20]1[CH:25]=[CH:24][CH:23]=[CH:22][C:21]=1[N:26]1[CH2:31][CH2:30][NH:29][CH2:28][CH2:27]1.[BH-](OC(C)=O)(OC(C)=O)OC(C)=O.[Na+].C(N(C(C)C)CC)(C)C>C(Cl)Cl>[CH3:18][O:19][C:20]1[CH:25]=[CH:24][CH:23]=[CH:22][C:21]=1[N:26]1[CH2:31][CH2:30][NH:29][CH2:28][CH:27]1[CH2:15][CH2:14][CH2:13][CH2:12][CH:10]1[O:9][N:8]=[C:7]([C:1]2[CH:2]=[CH:3][CH:4]=[CH:5][CH:6]=2)[CH2:11]1 |f:1.2,3.4|. Procedure details: 4-(3-Phenyl-4,5-dihydroisoxazol-5-yl)butanal (20.9 mg, 0.096 mmol), 1-(2-methoxyphenyl)piperazine hydrochloride (20.0 mg, 0.087 mmol), molecular sieve (5 beads), NaBH(OAc)3 (55.6 mg, 0.262 mmol) and diisopropylethylamine (26.9 L, 0.087 mmol) were reacted in 3 mL of methylene chloride for about 12 hr. With the following processes the same as in Example 1, 25.5 mg (69.2%) of the target compound was obtained.